This data is from the Open Reaction Database (ORD), a public repository of structured organic reaction records. The task is: describe an organic reaction: reactants, conditions, products, and yield Reactants: C1(CCC1)COCCC1=CC=C(OCC2CO2)C=C1 (1-[4-(2-cyclobutylmethoxyethyl)phenoxy]-2,3-epoxypropane), NCCC1=CC=C(C=C1)C=1C=CC(NN1)=O (6-[4-(2-aminoethyl)phenyl]-3(2H)-pyridazinone). Product: C1(CCC1)COCCC1=CC=C(OCC(CNCCC2=CC=C(C=C2)C=2C=CC(NN2)=O)O)C=C1 (6-[4-[2-[3-(4-(2-Cyclobutylmethoxyethyl)phenoxy)-2-hydroxypropylamino]ethyl]phenyl]-3(2H)-pyridazinone). RXN SMILES: [CH:1]1([CH2:5][O:6][CH2:7][CH2:8][C:9]2[CH:19]=[CH:18][C:12]([O:13][CH2:14][CH:15]3[O:17][CH2:16]3)=[CH:11][CH:10]=2)[CH2:4][CH2:3][CH2:2]1.[NH2:20][CH2:21][CH2:22][C:23]1[CH:28]=[CH:27][C:26]([C:29]2[CH:30]=[CH:31][C:32](=[O:35])[NH:33][N:34]=2)=[CH:25][CH:24]=1>>[CH:1]1([CH2:5][O:6][CH2:7][CH2:8][C:9]2[CH:19]=[CH:18][C:12]([O:13][CH2:14][CH:15]([OH:17])[CH2:16][NH:20][CH2:21][CH2:22][C:23]3[CH:28]=[CH:27][C:26]([C:29]4[CH:30]=[CH:31][C:32](=[O:35])[NH:33][N:34]=4)=[CH:25][CH:24]=3)=[CH:11][CH:10]=2)[CH2:4][CH2:3][CH2:2]1. Reported procedure: Prepared analoqously to Example 1 from 1-[4-(2-cyclobutylmethoxyethyl)phenoxy]-2,3-epoxypropane and 6-[4-(2-aminoethyl)phenyl]-3(2H)-pyridazinone. Starting materials: CC(=O)Nc1cc([N+](=O)[O-])ccc1O, CN(C)CCCCl, CN(C)C=O, [K], [Na+], [OH-], O. The product is CC(=O)Nc1cc([N+](=O)[O-])ccc1OCCCN(C)C. Reaction SMILES: [C:1]([CH3:2])(=[O:3])[NH:4][c:5]1[c:6]([OH:14])[cH:7][cH:8][c:9]([N+:11](=[O:12])[O-:13])[cH:10]1.[CH3:16][N:17]([CH2:18][CH2:19][CH2:20][Cl:21])[CH3:22].[CH3:26][N:27]([CH3:28])[CH:29]=[O:30].[K:15].[Na+:24].[OH-:23].[OH2:25]>>[C:1]([CH3:2])(=[O:3])[NH:4][c:5]1[c:6]([O:14][CH2:20][CH2:19][CH2:18][N:17]([CH3:16])[CH3:22])[cH:7][cH:8][c:9]([N+:11](=[O:12])[O-:13])[cH:10]1. The reactants are C1CC12CNCC(C2)C(=O)N (5-azaspiro(2,5)octane-7-carboxamide), C(OC1CC(OCC1)C1=CC=C(C=C1)[N+](=O)[O-])([O-])=O (4-nitrophenyl-tetrahydropyran-4-yl carbonate), CCN(C(C)C)C(C)C (DIEA), C1CCOC1 (THF). Conditions: time 24 hour. The product is C(C1=CC=CC=C1)ONC(=O)[C@@H]1[C@H](N(CC2(CC2)C1)C(=O)OC1CCOCC1)C(=O)N1CCN(CC1)C1=CC=CC=C1 (Tetrahydro-2H-pyran-4-yl(6S,7S)-7-(((benzyloxy)amino)carbonyl)-6-((4-phenylpiperazin-1-yl)carbonyl)-5-azaspiro(2,5)octane-5-carboxylate). Reaction SMILES: [CH2:1]1[C:3]2([CH2:8][CH:7]([C:9]([NH2:11])=[O:10])[CH2:6][NH:5][CH2:4]2)[CH2:2]1.[C:12](=[O:30])([O-])[O:13][CH:14]1[CH2:19][CH2:18][O:17][CH:16](C2C=CC([N+]([O-])=O)=CC=2)[CH2:15]1.[CH3:31][CH2:32][N:33]([CH:37]([CH3:39])C)[CH:34]([CH3:36])[CH3:35].[CH2:40]1[CH2:44][O:43][CH2:42][CH2:41]1>>[CH2:42]([O:43][NH:11][C:9]([C@H:7]1[CH2:8][C:3]2([CH2:2][CH2:1]2)[CH2:4][N:5]([C:12]([O:13][CH:14]2[CH2:15][CH2:16][O:17][CH2:18][CH2:19]2)=[O:30])[C@@H:6]1[C:9]([N:11]1[CH2:31][CH2:32][N:33]([C:34]2[CH:35]=[CH:8][CH:7]=[CH:6][CH:36]=2)[CH2:37][CH2:39]1)=[O:10])=[O:10])[C:41]1[CH:40]=[CH:44][CH:3]=[CH:1][CH:2]=1. Procedure: (6S,7S)—N-(benzyloxy)-6-((4-phenyl)piperazin-1-yl)carbonyl)-5-azaspiro(2,5)octane-7-carboxamide (18.6 mg, 0.041 mmole) was mixed with 4-nitrophenyl-tetrahydropyran-4-yl carbonate (13.3 mg, 0.050 mmole), and DIEA (11.0 mg, 0.083 mmole) in THF and stirred at r.t. for 24 hours. After concentration, the crude material was purified with flash column to afford the desired product (6.0 mg) in quantitative yield. Reaction SMILES: [OH:1][CH:2]([CH2:5][CH2:6][CH2:7][CH:8](O)[CH:9]=[CH2:10])[CH:3]=[CH2:4].Cl.[CH3:13][N:14]([CH3:18])[CH2:15][CH2:16]Cl.[OH-].[Na+]>C1(C)C=CC=CC=1>[CH3:13][N:14]([CH3:18])[CH2:15][CH2:16][CH:8]([CH2:7][CH2:6][CH2:5][CH:2]([OH:1])[CH:3]=[CH2:4])[CH:9]=[CH2:10] |f:1.2,3.4|. Starting materials: OC(C=C)CCCC(C=C)O (3,7-dihydroxy-nona-1,8-diene), Cl.CN(CCCl)C (2-dimethylaminoethylchloride hydrochloride), [OH-].[Na+] (NaOH). Procedure details: A stirred mixture of 3,7-dihydroxy-nona-1,8-diene (181.5 g; 1.16 M), 2-dimethylaminoethylchloride hydrochloride (201 g; 1.4 M), powdered NaOH (163 g; 4.07 M) and toluene (2.4 l) was refluxed during 4.5 h. The reaction mixture was cooled and washed successively with H2O and sat. brine. Work-up and fractional distillation in vacuo (spinning band) gave the title compound as a colourless oil (142 g) (54%) bp. 85°-90°/0.05 Torr, GC (5% Carbowax®) 240°/4.8 min., RF 0.38 [methanol/EtOAc (9:1]; NMR (δ) ... The yield is 57.8%. Product: CN(CCC(C=C)CCCC(C=C)O)C (3-(2-Dimethylaminoethyl)-7-hydroxy-nona-1,8-diene). Run in C1(=CC=CC=C1)C (toluene). The reactants are NC(C(O)C1=CC=C(C=C1)OC1=CC=CC=C1)CC1=CC(=CC=C1)OC(C(F)F)(F)F ((1RS,2SR)-2-amino-1-(4-(phenyloxy)phenyl)-3-(3-((1,1,2,2-tetrafluoroethyl)oxy)phenyl)-1-propanol), C=1(C=CC=C2C1C=CCCC2)C(=O)O (6,7-dihydro-5H-benzo[a]cycloheptene-1-carboxylic acid), Cl.C(C)N=C=NCCCN(C)C (1-ethyl-3-(3-dimethylaminopropyl)carbodiimide hydrochloride), ON1N=NC2=C1C=CC=C2 (1-hydroxy-1H-benzotriazole). Solvent: O (water), C(C)#N (acetonitrile). Reaction conditions: time 8 hour. Product: OC(C(CC1=CC(=CC=C1)OC(C(F)F)(F)F)NC(=O)C=1C=CC=C2C1C=CCCC2)C2=CC=C(C=C2)OC2=CC=CC=C2 (N-((1RS,2SR)-2-hydroxy-2-(4-(phenyloxy)phenyl)-1-((3-((1,1,2,2-tetrafluoroethyl)oxy)phenyl)methyl)ethyl)-6,7-dihydro-5H-benzo[a]cycloheptene-1-carboxamide). The yield is 68.2%. Reaction SMILES: [NH2:1][CH:2]([CH2:18][C:19]1[CH:24]=[CH:23][CH:22]=[C:21]([O:25][C:26]([F:31])([F:30])[CH:27]([F:29])[F:28])[CH:20]=1)[CH:3]([C:5]1[CH:10]=[CH:9][C:8]([O:11][C:12]2[CH:17]=[CH:16][CH:15]=[CH:14][CH:13]=2)=[CH:7][CH:6]=1)[OH:4].[C:32]1([C:43](O)=[O:44])[CH:33]=[CH:34][CH:35]=[C:36]2[CH2:42][CH2:41][CH2:40][CH:39]=[CH:38][C:37]=12.Cl.C(N=C=NCCCN(C)C)C.ON1C2C=CC=CC=2N=N1>C(#N)C.O>[OH:4][CH:3]([C:5]1[CH:6]=[CH:7][C:8]([O:11][C:12]2[CH:13]=[CH:14][CH:15]=[CH:16][CH:17]=2)=[CH:9][CH:10]=1)[CH:2]([NH:1][C:43]([C:32]1[CH:33]=[CH:34][CH:35]=[C:36]2[CH2:42][CH2:41][CH2:40][CH:39]=[CH:38][C:37]=12)=[O:44])[CH2:18][C:19]1[CH:24]=[CH:23][CH:22]=[C:21]([O:25][C:26]([F:30])([F:31])[CH:27]([F:28])[F:29])[CH:20]=1 |f:2.3|. Procedure details: To a solution of (1RS,2SR)-2-amino-1-(4-(phenyloxy)phenyl)-3-(3-((1,1,2,2-tetrafluoroethyl)oxy)phenyl)-1-propanol (300 mg, 0.69 mmol) in acetonitrile (16 ml) were added 6,7-dihydro-5H-benzo[a]cycloheptene-1-carboxylic acid (130 mg, 0.69 mmol), 1-ethyl-3-(3-dimethylaminopropyl)carbodiimide hydrochloride (198 mg, 1.03 mmol) and 1-hydroxy-1H-benzotriazole (106 mg, 0.69 mmol), and the mixture was stirred overnight at room temperature. The reaction solution was diluted with water (100 ml) and extract...